From a dataset of the Open Reaction Database (ORD), a public repository of structured organic reaction records. describe an organic reaction: reactants, conditions, products, and yield The reactants are O1CCC2=C1C=C(C=C2)N (2,3-dihydro-6-benzofuranamine), CO (methanol), C(C)(C)I (isopropyl iodide). The solvent is C(C)N(CC)CC (triethylamine). The product is C(C)(C)NC1=CC2=C(CCO2)C=C1 (N-isopropyl-2,3-dihydro-6-benzofuranamine). RXN SMILES: [O:1]1[C:5]2[CH:6]=[C:7]([NH2:10])[CH:8]=[CH:9][C:4]=2[CH2:3][CH2:2]1.CO.[CH:13](I)([CH3:15])[CH3:14]>C(N(CC)CC)C>[CH:13]([NH:10][C:7]1[CH:8]=[CH:9][C:4]2[CH2:3][CH2:2][O:1][C:5]=2[CH:6]=1)([CH3:15])[CH3:14]. Procedure: To a solution of 2.8 g. of 2,3-dihydro-6-benzofuranamine in 150 ml. of methanol is added 18 ml. of isopropyl iodide and 26.5 ml. of triethylamine. The solution is refluxed for 60 hours and then concentrated in vacuo. The resultant oil is extracted repeatedly with diethyl ether. The extracts are combined, filtered through Celite, and the ether removed in vacuo to give an oil of N-isopropyl-2,3-dihydro-6-benzofuranamine. Reactants: C(=O)(N1C=NC=C1)N1C=NC=C1 (carbonyldiimidazole), ClC=1C=C2C(=C(C=NC2=CC1)C(=O)O)O (6-chloro-4-hydroxy-3-quinolinecarboxylic acid), CN(C=O)C (dimethylformamide), ClC1=CC=C(CN)C=C1 (4-chlorobenzylamine). The solvent is O (water). Conditions: temperature 60 celsius, time 18 hour. The product is ClC=1C=C2C(=C(C=NC2=CC1)C(=O)NCC1=CC=C(C=C1)Cl)O (6-Chloro-N-[(4-chlorophenyl)methyl]-4-hydroxy-3-quinoline-carboxamide), off-white solid. Reaction SMILES: [Cl:1][C:2]1[CH:3]=[C:4]2[C:9](=[CH:10][CH:11]=1)[N:8]=[CH:7][C:6]([C:12]([OH:14])=O)=[C:5]2[OH:15].CN(C)C=O.C(N1C=CN=C1)(N1C=CN=C1)=O.[Cl:33][C:34]1[CH:41]=[CH:40][C:37]([CH2:38][NH2:39])=[CH:36][CH:35]=1>O>[Cl:1][C:2]1[CH:3]=[C:4]2[C:9](=[CH:10][CH:11]=1)[N:8]=[CH:7][C:6]([C:12]([NH:39][CH2:38][C:37]1[CH:40]=[CH:41][C:34]([Cl:33])=[CH:35][CH:36]=1)=[O:14])=[C:5]2[OH:15]. Procedure: To a mixture of 0.365 g of 6-chloro-4-hydroxy-3-quinolinecarboxylic acid (J. Amer. Chem. Soc., 68, 1264 (1946)) and 5 mL of dimethylformamide is added 0.29 g of carbonyldiimidazole. The mixture is stirred 18 h at 60° C. and then it is cooled to 25° C. To the resulting solution is added 0.22 mL of 4-chlorobenzylamine. After stirring for 18 hours the mixture is diluted with 10 mL of distilled water. After 30 minutes the precipitate is collected by filtration and it is washed with two successive mL... Starting materials: P(=O)(O)(O)CN(CC(=O)O)CC(=O)O (N-phosphonomethyliminodiacetic acid), P(=O)(O)(O)CNCC(=O)O (N-phosphonomethylglycine), C(C(=O)O)NCP(=O)(O)O (glyphosate). Yields the product compound ( I ), N(CC(=O)O)CC(=O)O (iminodiacetic acid). As a reaction SMILES: P(CNCC(O)=O)(O)(O)=O.P(C[N:16]([CH2:21][C:22]([OH:24])=[O:23])[CH2:17][C:18]([OH:20])=[O:19])(O)(O)=O>>[NH:16]([CH2:21][C:22]([OH:24])=[O:23])[CH2:17][C:18]([OH:20])=[O:19]. Procedure: N-phosphonomethylglycine (glyphosate) is an important broad spectrum herbicide. One conventional precursor to glyphosate is N-phosphonomethyliminodiacetic acid having the following structure: ##STR1## Conventional routes to compound (I) typically involve phosphonomethylating iminodiacetic acid (IDA), the latter obtained by recovering (IDA) from the crude hydrolysate of iminodiacetonitrile (IDAN) by acidification with a mineral acid, crystallization of IDA, filtration thereof, and drying. Such pr... Reactants: BrC=1C=C2CCCN(C2=CC1)C1CNCC1 (6-bromo-1-(pyrrolidin-3-yl)-1,2,3,4-tetrahydroquinoline), C=O (formaldehyde), C(#N)[BH3-].[Na+] (sodium cyanoborohydride), C(C)(=O)O (acetic acid). Run in CO (methanol), CO.C(Cl)Cl (MeOH CH2Cl2). Conditions: time 3 hour. Yields the product BrC=1C=C2CCCN(C2=CC1)C1CN(CC1)C (6-Bromo-1-(1-methylpyrrolidin-3-yl)-1,2,3,4-tetrahydroquinoline). Reaction SMILES: [Br:1][C:2]1[CH:3]=[C:4]2[C:9](=[CH:10][CH:11]=1)[N:8]([CH:12]1[CH2:16][CH2:15][NH:14][CH2:13]1)[CH2:7][CH2:6][CH2:5]2.C=O.[C:19](O)(=O)C.C([BH3-])#N.[Na+]>CO.CO.C(Cl)Cl>[Br:1][C:2]1[CH:3]=[C:4]2[C:9](=[CH:10][CH:11]=1)[N:8]([CH:12]1[CH2:16][CH2:15][N:14]([CH3:19])[CH2:13]1)[CH2:7][CH2:6][CH2:5]2 |f:3.4,6.7|. Reported procedure: A solution of 6-bromo-1-(pyrrolidin-3-yl)-1,2,3,4-tetrahydroquinoline (200 mg, 0.71 mmol) in 7 mL anhydrous methanol was treated with formaldehyde (37% aqueous solution, 79 μL, 1.07 mmol) followed by acetic acid (100 μL, 1.78 mmol). The solution was treated with sodium cyanoborohydride (67 mg, 1.07 mmol). The suspension was stirred at room temperature for 3 hours. The mixture was concentrated to dryness and partitioned between 20 mL 1N NaOH and 100 mL of CH2Cl2. After extraction, the organic lay... The reactants are CN(CC=1OC2=C(N1)C=C(C=C2)[N+](=O)[O-])CCC2=CC=C(C=C2)[N+](=O)[O-] (N-Methyl-N-(5-nitrobenzoxazol-2-ylmethyl)-4-nitrophenethyl-amine). The reagents and catalysts are [Ni] (Raney nickel). The solvent is C(C)O (ethanol). Conditions: time 18 hour. The product is CN(CC=1OC2=C(N1)C=C(C=C2)N)CCC2=CC=C(C=C2)N (N-Methyl-N-(5-aminobenzoxazol-2-ylmethyl)-4-aminophenethyl-amine). As a reaction SMILES: [CH3:1][N:2]([CH2:16][CH2:17][C:18]1[CH:23]=[CH:22][C:21]([N+:24]([O-])=O)=[CH:20][CH:19]=1)[CH2:3][C:4]1[O:5][C:6]2[CH:12]=[CH:11][C:10]([N+:13]([O-])=O)=[CH:9][C:7]=2[N:8]=1>C(O)C.[Ni]>[CH3:1][N:2]([CH2:16][CH2:17][C:18]1[CH:19]=[CH:20][C:21]([NH2:24])=[CH:22][CH:23]=1)[CH2:3][C:4]1[O:5][C:6]2[CH:12]=[CH:11][C:10]([NH2:13])=[CH:9][C:7]=2[N:8]=1. Procedure: N-Methyl-N-(5-nitrobenzoxazol-2-ylmethyl)-4-nitrophenethyl-amine (0.78 g, 2.2 mmole) in ethanol (50 ml) containing Raney nickel (0.1 g) was stirred under a hydrogen atmosphere (50 psi =344.7 kPa) for 18 hours, by which time thin layer chromatographic analysis showed that all the starting material had been consumed [silica chromatography plates using methylene chloride/methanol (19:1) as the solvent]. The reaction mixture was then filtered and evaporated to give an oil which was azeotroped with t... The reactants are Cc1cc(C(C)(C)C)c(O)c(C(C)(C)C)c1, CN(C)C=O, [Cl-], [Cl-], CCCC[Sn](C=CC(C)(C)c1ccc(F)cc1)(CCCC)CCCC, [Li+], Cc1nc(N)nc(N)c1I, O. Yields the product Cc1nc(N)nc(N)c1C=CC(C)(C)c1ccc(F)cc1. Reaction SMILES: [CH3:39][c:40]1[cH:41][c:42]([C:43]([CH3:44])([CH3:45])[CH3:46])[c:47]([OH:48])[c:49]([C:50]([CH3:51])([CH3:52])[CH3:53])[cH:54]1.[CH3:55][N:56]([CH3:57])[CH:58]=[O:59].[Cl-:37].[Cl-:38].[F:1][c:2]1[cH:3][cH:4][c:5]([C:8]([CH:9]=[CH:10][Sn:11]([CH2:12][CH2:13][CH2:14][CH3:15])([CH2:16][CH2:17][CH2:18][CH3:19])[CH2:20][CH2:21][CH2:22][CH3:23])([CH3:24])[CH3:25])[cH:6][cH:7]1.[Li+:36].[NH2:26][c:27]1[n:28][c:29]([CH3:35])[c:30]([I:34])[c:31]([NH2:33])[n:32]1.[OH2:60]>>[F:1][c:2]1[cH:3][cH:4][c:5]([C:8]([CH:9]=[CH:10][c:30]2[c:29]([CH3:35])[n:28][c:27]([NH2:26])[n:32][c:31]2[NH2:33])([CH3:24])[CH3:25])[cH:6][cH:7]1. The reactants are C(C)[BH-](CC)CC.[Li+] (lithium triethylborohydride), C(CC)C1=CC2=CC=3C(C4=CC5=CC(=C(C=C5C=C4C(C3C=C2C=C1CCC)=O)CCC)CCC)=O (2,3,9,10-tetra(n-propyl)-6,13-pentacenequinone), Cl (hydrochloric acid). Run in C1CCOC1 (THF), C1CCOC1 (THF). Yields the product OC1C=2C=C3C=C(C(=CC3=CC2C(C2=CC3=CC(=C(C=C3C=C12)CCC)CCC)O)CCC)CCC (6,13-dihydro-6,13-dihydroxy-2,3,9,10-tetra(n-propyl)penta cene). As a reaction SMILES: [CH2:1]([C:4]1[C:25]([CH2:26][CH2:27][CH3:28])=[CH:24][C:23]2[C:6](=[CH:7][C:8]3[C:9](=[O:36])[C:10]4[C:19]([C:20](=[O:29])[C:21]=3[CH:22]=2)=[CH:18][C:17]2[C:12](=[CH:13][C:14]([CH2:33][CH2:34][CH3:35])=[C:15]([CH2:30][CH2:31][CH3:32])[CH:16]=2)[CH:11]=4)[CH:5]=1)[CH2:2][CH3:3].C([BH-](CC)CC)C.[Li+].Cl>C1COCC1>[OH:29][CH:20]1[C:19]2[C:10](=[CH:11][C:12]3[C:17]([CH:18]=2)=[CH:16][C:15]([CH2:30][CH2:31][CH3:32])=[C:14]([CH2:33][CH2:34][CH3:35])[CH:13]=3)[CH:9]([OH:36])[C:8]2[CH:7]=[C:6]3[C:23]([CH:24]=[C:25]([CH2:26][CH2:27][CH3:28])[C:4]([CH2:1][CH2:2][CH3:3])=[CH:5]3)=[CH:22][C:21]1=2 |f:1.2|. Procedure details: A solution of 357 mg of 2,3,9,10-tetra(n-propyl)-6,13-pentacenequinone dissolved in 50 mL of THF was added to 11 mL of a 1 mol/1000 mL THF solution of lithium triethylborohydride, and the mixture was heated for 24 hours under reflux in a nitrogen atmosphere. The resulting solution was neutralized with diluted aqueous hydrochloric acid, and the organic phase was separated, concentrated and dried under a vacuum to produce 6,13-dihydro-6,13-dihydroxy-2,3,9,10-tetra(n-propyl)penta cene almost stoich... The reactants are CCOC(=O)c1ccc(N)cc1, CN(C)c1ccncc1, O=C(O)C(C1CCCCC1)n1c(-c2ccc(Cl)cc2)nc2cc(F)c(F)cc21, ClCCl, O=S(Cl)Cl. Yields the product CCOC(=O)c1ccc(NC(=O)C(C2CCCCC2)n2c(-c3ccc(Cl)cc3)nc3cc(F)c(F)cc32)cc1. Reaction SMILES: [CH3:29][CH2:30][O:31][C:32](=[O:33])[c:34]1[cH:35][cH:36][c:37]([NH2:38])[cH:39][cH:40]1.[CH3:45][N:46]([CH3:47])[c:48]1[cH:49][cH:50][n:51][cH:52][cH:53]1.[Cl:1][c:2]1[cH:3][cH:4][c:5](-[c:8]2[n:9][c:10]3[c:11]([n:12]2[CH:13]([C:14](=[O:15])[OH:16])[CH:17]2[CH2:18][CH2:19][CH2:20][CH2:21][CH2:22]2)[cH:23][c:24]([F:28])[c:25]([F:27])[cH:26]3)[cH:6][cH:7]1.[Cl:54][CH2:55][Cl:56].[S:41]([Cl:42])([Cl:43])=[O:44]>>[Cl:1][c:2]1[cH:3][cH:4][c:5](-[c:8]2[n:9][c:10]3[c:11]([n:12]2[CH:13]([C:14](=[O:15])[NH:38][c:37]2[cH:36][cH:35][c:34]([C:32]([O:31][CH2:30][CH3:29])=[O:33])[cH:40][cH:39]2)[CH:17]2[CH2:18][CH2:19][CH2:20][CH2:21][CH2:22]2)[cH:23][c:24]([F:28])[c:25]([F:27])[cH:26]3)[cH:6][cH:7]1.